From a dataset of the Open Reaction Database (ORD), a public repository of structured organic reaction records. describe an organic reaction: reactants, conditions, products, and yield Reactants: CC=1C=NC=CC1C (3,4-dimethylpyridine), BrCCCC1=CC(=CC=C1)Cl (1-bromo-3-(3-chlorophenyl)-propane). Yields the product ClC=1C=C(C=CC1)CCCCC1=C(C=NC=C1)C (1-(3-chlorophenyl)-4-(3-methyl-4-pyridyl) butane). The yield is 45.7%. RXN SMILES: [CH3:1][C:2]1[CH:3]=[N:4][CH:5]=[CH:6][C:7]=1[CH3:8].Br[CH2:10][CH2:11][CH2:12][C:13]1[CH:18]=[CH:17][CH:16]=[C:15]([Cl:19])[CH:14]=1>>[Cl:19][C:15]1[CH:14]=[C:13]([CH2:12][CH2:11][CH2:10][CH2:8][C:7]2[CH:6]=[CH:5][N:4]=[CH:3][C:2]=2[CH3:1])[CH:18]=[CH:17][CH:16]=1. Procedure: 1.0 g (9.35 mmol) of 3,4-dimethylpyridine and 2.18 g (9.35 mmol) of 1-bromo-3-(3-chlorophenyl)-propane were reacted in the same manner as in Example 26. The reaction product was purified to obtain 1.11 g of the desired compound (yield: 5.9%). Starting materials: SC1=NC=NC2=CC=CC=C12 (4-mercaptoquinazoline), ClCC1=NC=C(C(=C1)OC)C (2-chloromethyl-4-methoxy-5-methylpyridine). Product: COC1=CC(=NC=C1C)CSC1=NC=NC2=CC=CC=C12 (4-[(4-Methoxy-5-methylpyridin-2-yl)methylthio]-quinazoline). The yield is 3.7%. Reaction SMILES: [SH:1][C:2]1[C:11]2[C:6](=[CH:7][CH:8]=[CH:9][CH:10]=2)[N:5]=[CH:4][N:3]=1.Cl[CH2:13][C:14]1[CH:19]=[C:18]([O:20][CH3:21])[C:17]([CH3:22])=[CH:16][N:15]=1>>[CH3:21][O:20][C:18]1[C:17]([CH3:22])=[CH:16][N:15]=[C:14]([CH2:13][S:1][C:2]2[C:11]3[C:6](=[CH:7][CH:8]=[CH:9][CH:10]=3)[N:5]=[CH:4][N:3]=2)[CH:19]=1. Reported procedure: The title compound(0.24 g) was prepared from 4-mercaptoquinazoline(3.5 g) and 2-chloromethyl-4-methoxy-5-methylpyridine(4.1 g). The reactants are C1(CCCCC1)N1CCC(CC1)N[C@@H](C)C=1OC=CC1 (1-Cyclohexyl-N-[(1S)-1-(furan-2-yl)ethyl]piperidin-4-amine), C1(\C=C/C(=O)O1)=O (maleic anhydride). Run in C1(=CC=CC=C1)C (toluene). Conditions: temperature 100 celsius, time 2 hour. Product: C1(CCCCC1)N1CCC(CC1)N1[C@H](C=2C=CC=C(C2C1=O)C(=O)O)C ((1S)-2-(1-Cyclohexylpiperidin-4-yl)-1-methyl-3-oxo-2,3-dihydro-1H-isoindole-4-carboxylic acid). RXN SMILES: [CH:1]1([N:7]2[CH2:12][CH2:11][CH:10]([NH:13][C@H:14]([C:16]3O[CH:18]=[CH:19][CH:20]=3)[CH3:15])[CH2:9][CH2:8]2)[CH2:6][CH2:5][CH2:4][CH2:3][CH2:2]1.[C:21]1(=[O:27])[O:26][C:24](=[O:25])[CH:23]=[CH:22]1>C1(C)C=CC=CC=1>[CH:1]1([N:7]2[CH2:8][CH2:9][CH:10]([N:13]3[C:24](=[O:25])[C:23]4[C:22]([C:21]([OH:26])=[O:27])=[CH:18][CH:19]=[CH:20][C:16]=4[C@@H:14]3[CH3:15])[CH2:11][CH2:12]2)[CH2:6][CH2:5][CH2:4][CH2:3][CH2:2]1. Procedure: 1-Cyclohexyl-N-[(1S)-1-(furan-2-yl)ethyl]piperidin-4-amine (0.3 gr, 1.08 mmol) and maleic anhydride (0.13 gr, 1.3 mmol) in toluene (10 mL) were stirred at reflux for 16 hours. Solvent was evaporated and the residue was dissolved in aqueous 37% hydrochloric acid (5 mL) and stirred at 100° C. for 2 hours. Volatiles were evaporated affording crude title product that was used for the next step without further purification Reactants: NC(=O)CCc1cccc(Br)c1, C1CCOC1. The product is NCCCc1cccc(Br)c1. Reaction SMILES: [Br:1][c:2]1[cH:3][c:4]([CH2:8][CH2:9][C:10](=[O:11])[NH2:12])[cH:5][cH:6][cH:7]1.[CH2:13]1[O:14][CH2:15][CH2:16][CH2:17]1>>[Br:1][c:2]1[cH:3][c:4]([CH2:8][CH2:9][CH2:10][NH2:12])[cH:5][cH:6][cH:7]1. Reactants: solution, CCCCCC (hexane), C(CCC)[Sn](CCCC)(CCCC)Cl (tributyltin chloride), O (water), Cl.BrC1=C(C=CC2=CC=CC=C12)COC1CCNCC1 (4-[(1-Bromo-2-naphthalenyl) methoxy]piperidine hydrochloride). The solvent is C1CCOC1 (THF). Run at temperature -70 celsius, time 30 minute. The product is C(CCC)[Sn](C1=C(C=CC2=CC=CC=C12)COC1CCNCC1)(CCCC)CCCC (4-[(1-Tributylstannyl-2-naphthalenyl) methoxy]piperidine). Reaction SMILES: Cl.Br[C:3]1[C:12]2[C:7](=[CH:8][CH:9]=[CH:10][CH:11]=2)[CH:6]=[CH:5][C:4]=1[CH2:13][O:14][CH:15]1[CH2:20][CH2:19][NH:18][CH2:17][CH2:16]1.CCCCCC.[CH2:27]([Sn:31](Cl)([CH2:36][CH2:37][CH2:38][CH3:39])[CH2:32][CH2:33][CH2:34][CH3:35])[CH2:28][CH2:29][CH3:30].O>C1COCC1>[CH2:36]([Sn:31]([CH2:27][CH2:28][CH2:29][CH3:30])([CH2:32][CH2:33][CH2:34][CH3:35])[C:3]1[C:12]2[C:7](=[CH:8][CH:9]=[CH:10][CH:11]=2)[CH:6]=[CH:5][C:4]=1[CH2:13][O:14][CH:15]1[CH2:20][CH2:19][NH:18][CH2:17][CH2:16]1)[CH2:37][CH2:38][CH3:39] |f:0.1|. Procedure: A solution of 1 (0.5 g, 1.6 mmole) in dry THF (50 ml) was cooled to -70° C. under argon. This was followed by the addition of 2.5 M solution of n-butylithiumin hexane (0.8 ml, 2.1 mmole) and tributyltin chloride (1.7 g, 5 mmole) and the reaction mixture was stirred for 30 min at -70° C. and then for 1 hr at room temperature. The rations mixture was then added to 50 ml of water and extracted with methylene chloride. The methylene chloride fractions were washed with saturated solution of NaHCO3, H... Starting materials: COC([C@@H](NS(=O)(=O)C1=CC(=CC=C1)C)CNC(C[C@@H]1C[C@@H](N(O1)C)C1=CC=C(C=C1)C=NN)=O)=O (Cis-3-[2-[2-methyl-3-[4-(aminoiminomethyl)phenyl]-isoxazolidin-5-yl] -acetyl] amino-N-(3-methylphenylsulfonyl)-L-alanine methyl ester), Cl (HCl). Run at time 36 hour. Yields the product Cl.CN1O[C@@H](C[C@@H]1C1=CC=C(C=C1)C=NN)CC(=O)NC[C@H](NS(=O)(=O)C1=CC(=CC=C1)C)C(=O)O (Cis-3-[2-[2-methyl-3-[4-(aminoiminomethyl)phenyl]-isoxazolidin-5-yl]acetyl]amino-N-(3-methylphenylsulfonyl)-L-alanine monohydrogenchloride). Isolated yield 90.0%. Reaction SMILES: C[O:2][C:3](=[O:36])[C@H:4]([CH2:16][NH:17][C:18](=[O:35])[CH2:19][C@H:20]1[O:24][N:23]([CH3:25])[C@@H:22]([C:26]2[CH:31]=[CH:30][C:29]([CH:32]=[N:33][NH2:34])=[CH:28][CH:27]=2)[CH2:21]1)[NH:5][S:6]([C:9]1[CH:14]=[CH:13][CH:12]=[C:11]([CH3:15])[CH:10]=1)(=[O:8])=[O:7].[ClH:37]>>[ClH:37].[CH3:25][N:23]1[C@@H:22]([C:26]2[CH:27]=[CH:28][C:29]([CH:32]=[N:33][NH2:34])=[CH:30][CH:31]=2)[CH2:21][C@@H:20]([CH2:19][C:18]([NH:17][CH2:16][C@@H:4]([C:3]([OH:36])=[O:2])[NH:5][S:6]([C:9]2[CH:14]=[CH:13][CH:12]=[C:11]([CH3:15])[CH:10]=2)(=[O:8])=[O:7])=[O:35])[O:24]1 |f:2.3|. Procedure details: Cis-3-[2-[2-methyl-3-[4-(aminoiminomethyl)phenyl]-isoxazolidin-5-yl] -acetyl] amino-N-(3-methylphenylsulfonyl)-L-alanine methyl ester(100 mg, 0.19 mmol) was dissolved in 3N HCl(3 ml). The resulting solution was stirred at rt for 36 hrs and then concentrated to yield the acid as an amorphous solid(90 mg, 90% yield). The acid was further purified by reverse HPLC using water and 0.1% TFA in acetonitrile as eluent. 1H NMR(300 MHz, DMSO-d6)δ2.24(m, 1H), 2.38(s, 3H), 2.54(s, 3H), 2.60(m, 1H), 2.98(m, ...